This data is from the Open Reaction Database (ORD), a public repository of structured organic reaction records. The task is: describe an organic reaction: reactants, conditions, products, and yield Starting materials: Cc1c(Br)c(F)c2oc(C(=O)N(C)C)nc2c1C#N, Cc1cc(C(C)(C)C)c(O)c(C(C)(C)C)c1, C=C(OCC)[Sn](CCCC)(CCCC)CCCC, Cc1ccccc1. The product is C=C(OCC)c1c(C)c(C#N)c2nc(C(=O)N(C)C)oc2c1F. RXN SMILES: [Br:1][c:2]1[c:3]([F:19])[c:4]2[c:5]([n:6][c:7]([C:9](=[O:10])[N:11]([CH3:12])[CH3:13])[o:8]2)[c:14]([C:17]#[N:18])[c:15]1[CH3:16].[C:38]([c:39]1[c:40]([OH:41])[c:42]([C:43]([CH3:44])([CH3:45])[CH3:46])[cH:47][c:48]([CH3:49])[cH:50]1)([CH3:51])([CH3:52])[CH3:53].[CH2:20]([Sn:21]([CH2:22][CH2:23][CH2:24][CH3:30])([C:25](=[CH2:26])[O:27][CH2:28][CH3:29])[CH2:31][CH2:32][CH2:33][CH3:34])[CH2:35][CH2:36][CH3:37].[CH3:54][c:55]1[cH:56][cH:57][cH:58][cH:59][cH:60]1>>[c:2]1([C:25](=[CH2:26])[O:27][CH2:28][CH3:29])[c:3]([F:19])[c:4]2[c:5]([n:6][c:7]([C:9](=[O:10])[N:11]([CH3:12])[CH3:13])[o:8]2)[c:14]([C:17]#[N:18])[c:15]1[CH3:16].